This data is from the Open Reaction Database (ORD), a public repository of structured organic reaction records. The task is: describe an organic reaction: reactants, conditions, products, and yield The reactants are C(C)(C)C1=CC=C2OC=3C=C(C(=NC3C(C2=C1)=O)N)C#N (7-isopropyl-2-amino-3-cyano-1-azaxanthone), [N+](=O)([O-])[O-].[Na+] (sodium nitrate), O (water). Solvent: C(C)(=O)O (acetic acid). Reaction conditions: temperature 70 celsius. Yields the product C(C)(C)C1=CC=C2OC=3C=C(C(=NC3C(C2=C1)=O)O)C#N (7-isopropyl-2-hydroxy-3-cyano-1-azaxanthone). As a reaction SMILES: [CH:1]([C:4]1[CH:17]=[C:16]2[C:7]([O:8][C:9]3[CH:10]=[C:11]([C:20]#[N:21])[C:12](N)=[N:13][C:14]=3[C:15]2=[O:18])=[CH:6][CH:5]=1)([CH3:3])[CH3:2].[N+]([O-])([O-])=[O:23].[Na+].O>C(O)(=O)C>[CH:1]([C:4]1[CH:17]=[C:16]2[C:7]([O:8][C:9]3[CH:10]=[C:11]([C:20]#[N:21])[C:12]([OH:23])=[N:13][C:14]=3[C:15]2=[O:18])=[CH:6][CH:5]=1)([CH3:3])[CH3:2] |f:1.2|. Reported procedure: To a solution of 0.5 g of 7-isopropyl-2-amino-3-cyano-1-azaxanthone in 80 ml of acetic acid was added gradually 1.0 g of sodium nitrate at 70° C. After one hour period, 3 ml of water was added to the mixture which was heated at 70° C. for a further one hour. The solvent was distilled off under reduced pressure and then, to the residue, water was added. The yellow precipitate was collected by filtration, rinsed with water and recrystallized from ethanol to give 7-isopropyl-2-hydroxy-3-cyano-1-aza...